From a dataset of the Open Reaction Database (ORD), a public repository of structured organic reaction records. describe an organic reaction: reactants, conditions, products, and yield Reactants: ClC1=C(SC=2N(C(N(C(C21)=O)C)=O)CC(C)C)C=O (5-chloro-1,2,3,4-tetrahydro-3-methyl-1-(2-methylpropyl)-2,4-dioxo-thieno[2,3-d]pyrimidine-6-carboxaldehyde), C([O-])([O-])=O.[K+].[K+] (potassium carbonate), S1C(=CC=C1)S (2-thiophene thiol). The solvent is CC(=O)C (acetone). Reaction conditions: time 24 hour. Yields the product CN1C(N(C2=C(C1=O)C(=C(S2)C=O)SC=2SC=CC2)CC(C)C)=O (1,2,3,4-Tetrahydro-3-methyl-1-(2-methylpropyl)-2,4-dioxo-5-(2-thienylthio)-thieno[2,3-d]pyrimidine-6-carboxaldehyde). As a reaction SMILES: Cl[C:2]1[C:10]2[C:9](=[O:11])[N:8]([CH3:12])[C:7](=[O:13])[N:6]([CH2:14][CH:15]([CH3:17])[CH3:16])[C:5]=2[S:4][C:3]=1[CH:18]=[O:19].C(=O)([O-])[O-].[K+].[K+].[S:26]1[CH:30]=[CH:29][CH:28]=[C:27]1[SH:31]>CC(C)=O>[CH3:12][N:8]1[C:9](=[O:11])[C:10]2[C:2]([S:31][C:27]3[S:26][CH:30]=[CH:29][CH:28]=3)=[C:3]([CH:18]=[O:19])[S:4][C:5]=2[N:6]([CH2:14][CH:15]([CH3:17])[CH3:16])[C:7]1=[O:13] |f:1.2.3|. Procedure details: To a solution of 5-chloro-1,2,3,4-tetrahydro-3-methyl-1-(2-methylpropyl)-2,4-dioxo-thieno[2,3-d]pyrimidine-6-carboxaldehyde in acetone (30 ml) was added potassium carbonate (0.402 g) followed by 2-thiophene thiol (0.337 g). The reaction was stirred for 24 hours under nitrogen. The acetone was evaporated and the resulting residue was partitioned between ethyl acetate and water (1:1, 50 ml in total). The aqueous phase was extracted twice with ethyl acetate (25 ml) The organic extracts were washed ...